Dataset: the Open Reaction Database (ORD), a public repository of structured organic reaction records. Task: describe an organic reaction: reactants, conditions, products, and yield The reactants are CC1(C(CC(CC1)=O)=O)C (4,4-Dimethyl-1,3-cyclohexanedione), ClC=1C=C(C=O)C=CC1Cl (3,4-dichlorobenzaldehyde), NC1=NNC=C1 (3-aminopyrazole). Product: ClC=1C=C(C=CC1Cl)C1N2C(NC=3CCC(C(C13)=O)(C)C)=CC=N2 (9-(3,4-Dichlorophenyl)-7,7-dimethyl-5,6,7,9-tetrahydropyrazolo[5,1-b]quinazolin-8(4H)-one). As a reaction SMILES: [CH3:1][C:2]1([CH3:10])[CH2:7][CH2:6][C:5](=O)[CH2:4][C:3]1=[O:9].[Cl:11][C:12]1[CH:13]=[C:14]([CH:17]=[CH:18][C:19]=1[Cl:20])[CH:15]=O.[NH2:21][C:22]1[CH:26]=[CH:25][NH:24][N:23]=1>>[Cl:11][C:12]1[CH:13]=[C:14]([CH:15]2[C:4]3[C:3](=[O:9])[C:2]([CH3:10])([CH3:1])[CH2:7][CH2:6][C:5]=3[NH:21][C:22]3=[CH:26][CH:25]=[N:24][N:23]23)[CH:17]=[CH:18][C:19]=1[Cl:20]. Procedure details: 4,4-Dimethyl-1,3-cyclohexanedione, 3,4-dichlorobenzaldehyde and 3-aminopyrazole were processed as described in General Procedure A to provide the title compound. Starting materials: CCC(=O)O, Cc1ccccc1, COC(=O)c1c(F)cccc1Cl, [Cu]. Product: COC(=O)c1ccccc1F. As a reaction SMILES: [CH3:13][CH2:14][C:15](=[O:16])[OH:17].[CH3:19][c:20]1[cH:21][cH:22][cH:23][cH:24][cH:25]1.[Cl:1][c:2]1[c:3]([C:4](=[O:5])[O:6][CH3:7])[c:8]([F:12])[cH:9][cH:10][cH:11]1.[Cu:18]>>[cH:2]1[c:3]([C:4](=[O:5])[O:6][CH3:7])[c:8]([F:12])[cH:9][cH:10][cH:11]1. The reactants are IC=1C(C2=CC=C3C(=C2OC1C1=CC=CC=C1)NN=C3)=O (7-iodo-8-phenyl-1H-9-oxa-1,2-diaza-cyclopenta[a]naphthalen-6-one), [H-].[Na+] (sodium hydride), IC (iodomethane). Solvent: CN(C)C=O (DMF). Conditions: time 5 minute. Yields the product IC=1C(C2=CC=C3C(=C2OC1C1=CC=CC=C1)N(N=C3)C)=O (7-Iodo-1-methyl-8-phenyl-1H-9-oxa-1,2-diaza-cyclopenta[a]naphthalen-6-one). Isolated yield 52.6%. As a reaction SMILES: [I:1][C:2]1[C:3](=[O:21])[C:4]2[C:9]([O:10][C:11]=1[C:12]1[CH:17]=[CH:16][CH:15]=[CH:14][CH:13]=1)=[C:8]1[NH:18][N:19]=[CH:20][C:7]1=[CH:6][CH:5]=2.[H-].[Na+].I[CH3:25]>CN(C=O)C>[I:1][C:2]1[C:3](=[O:21])[C:4]2[C:9]([O:10][C:11]=1[C:12]1[CH:17]=[CH:16][CH:15]=[CH:14][CH:13]=1)=[C:8]1[N:18]([CH3:25])[N:19]=[CH:20][C:7]1=[CH:6][CH:5]=2 |f:1.2|. Procedure details: To a solution of 7-iodo-8-phenyl-1H-9-oxa-1,2-diaza-cyclopenta[a]naphthalen-6-one (100 mg, 0.26 mmol) in DMF (5 mL) was added sodium hydride (60% dispersion in oil, 30 mg, 0.77 mmol) and the reaction stirred at RT. After 5 min, iodomethane (0.06 mL, 0.90 mmol) was added and the reaction stirred at RT for 6 h. The reaction mixture was quenched by addition of water (3 mL) and extracted with EtOAc (×2). The combined organic extracts were washed with brine, dried (Na2SO4), filtered, and concentrated... Reactants: CC#N, CNc1cc(Cl)nc(Cl)n1, NC1CCC(C(=O)NCc2ccccc2C(F)(F)F)CC1, [Na+], O=C([O-])C(F)(F)F, [OH-], O. The product is CNc1cc(Cl)nc(NC2CCC(C(=O)NCc3ccccc3C(F)(F)F)CC2)n1. Reaction SMILES: [CH3:41][C:42]#[N:43].[Cl:1][c:2]1[n:3][c:4]([Cl:10])[cH:5][c:6]([NH:8][CH3:9])[n:7]1.[NH2:11][CH:12]1[CH2:13][CH2:14][CH:15]([C:18](=[O:19])[NH:20][CH2:21][c:22]2[c:23]([C:28]([F:29])([F:30])[F:31])[cH:24][cH:25][cH:26][cH:27]2)[CH2:16][CH2:17]1.[Na+:40].[O-:32][C:33]([C:34]([F:35])([F:36])[F:37])=[O:38].[OH-:39].[OH2:44]>>[c:2]1([NH:11][CH:12]2[CH2:13][CH2:14][CH:15]([C:18](=[O:19])[NH:20][CH2:21][c:22]3[c:23]([C:28]([F:29])([F:30])[F:31])[cH:24][cH:25][cH:26][cH:27]3)[CH2:16][CH2:17]2)[n:3][c:4]([Cl:10])[cH:5][c:6]([NH:8][CH3:9])[n:7]1. Starting materials: N (ammonia), COC1=CC=C(C=C1)CO (1-methoxy-4-hydroxymethyl-benzene), O1CCCC1 (tetrahydrofuran), [Li] (lithium). Reaction conditions: temperature -78 celsius, time 30 minute. The product is COC1=CCC(=CC1)CCO (1-Methoxy-4-(2-hydroxyethyl)-cyclohexa-1,4-diene). RXN SMILES: N.[CH3:2][O:3][C:4]1[CH:9]=[CH:8][C:7]([CH2:10]O)=[CH:6][CH:5]=1.[Li].[O:13]1CCC[CH2:14]1>>[CH3:2][O:3][C:4]1[CH2:5][CH:6]=[C:7]([CH2:10][CH2:14][OH:13])[CH2:8][CH:9]=1 |^1:11|. Procedure: Liquid ammonia (520 mL) was condensed in a three-necked flask which was fitted with a cold finger and overhead stirrer and kept at -78° C. with a dry ice/isopropanol bath. A solution of 1-methoxy-4-hydroxymethyl-benzene (50 g, 329 mmol) in tetrahydrofuran (140 mL) was added to the reaction flask followed by the addition of small pieces of lithium wire (10.3 g, 1.48 mol) over a period of about 15 min. The reaction mixture was stirred an additional 30 min at -78° C. and then quenched by the slow a... Reactants: CCCN(CCC)c1ccc(C=O)cc1, CC1(C)N=C1c1ccccc1, [Hg], O, O, O, O, O, O, O=S(=O)(O)O, c1ccccc1. Yields the product CCCN(CCC)c1ccc(C2OC(C)(C)N=C2c2ccccc2)cc1. Reaction SMILES: [CH2:12]([CH2:13][CH3:14])[N:15]([c:16]1[cH:17][cH:18][c:19]([CH:20]=[O:21])[cH:22][cH:23]1)[CH2:24][CH2:25][CH3:26].[CH3:1][C:2]1([CH3:11])[N:3]=[C:4]1[c:5]1[cH:6][cH:7][cH:8][cH:9][cH:10]1.[Hg:44].[OH2:27].[OH2:28].[OH2:29].[OH2:30].[OH2:31].[OH2:37].[S:32]([OH:33])([OH:34])(=[O:35])=[O:36].[cH:38]1[cH:39][cH:40][cH:41][cH:42][cH:43]1>>[CH3:1][C:2]1([CH3:11])[N:3]=[C:4]([c:5]2[cH:6][cH:7][cH:8][cH:9][cH:10]2)[CH:20]([c:19]2[cH:18][cH:17][c:16]([N:15]([CH2:12][CH2:13][CH3:14])[CH2:24][CH2:25][CH3:26])[cH:23][cH:22]2)[O:21]1.